The task is: describe an organic reaction: reactants, conditions, products, and yield. This data is from the Open Reaction Database (ORD), a public repository of structured organic reaction records. Starting materials: Cc1nc(Br)c([N+](=O)[O-])c(=O)[nH]1, NS(=O)(=O)c1ccc2c(c1)CCNCC2, CN(C)C=O. Product: Cc1nc(N2CCc3ccc(S(N)(=O)=O)cc3CC2)c([N+](=O)[O-])c(=O)[nH]1. As a reaction SMILES: [Br:1][c:2]1[c:3]([N+:10](=[O:11])[O-:12])[c:4](=[O:9])[nH:5][c:6]([CH3:8])[n:7]1.[CH2:13]1[CH2:14][NH:15][CH2:16][CH2:17][c:18]2[c:19]1[cH:20][cH:21][c:22]([S:24](=[O:25])(=[O:26])[NH2:27])[cH:23]2.[CH3:28][N:29]([CH3:30])[CH:31]=[O:32]>>[c:2]1([N:15]2[CH2:14][CH2:13][c:19]3[c:18]([cH:23][c:22]([S:24](=[O:25])(=[O:26])[NH2:27])[cH:21][cH:20]3)[CH2:17][CH2:16]2)[c:3]([N+:10](=[O:11])[O-:12])[c:4](=[O:9])[nH:5][c:6]([CH3:8])[n:7]1. Starting materials: C1CCOC1, COC(=O)c1ccc(C)c(-c2ccc3c(C(C)C(F)(F)F)nncc3c2)c1, CO. Yields the product Cc1ccc(C(=O)O)cc1-c1ccc2c(C(C)C(F)(F)F)nncc2c1. As a reaction SMILES: [CH2:28]1[O:29][CH2:30][CH2:31][CH2:32]1.[CH3:1][c:2]1[c:3](-[c:12]2[cH:13][c:14]3[cH:15][n:16][n:17][c:18]([CH:22]([C:23]([F:24])([F:25])[F:26])[CH3:27])[c:19]3[cH:20][cH:21]2)[cH:4][c:5]([C:6](=[O:7])[O:8][CH3:9])[cH:10][cH:11]1.[CH3:33][OH:34]>>[CH3:1][c:2]1[c:3](-[c:12]2[cH:13][c:14]3[cH:15][n:16][n:17][c:18]([CH:22]([C:23]([F:24])([F:25])[F:26])[CH3:27])[c:19]3[cH:20][cH:21]2)[cH:4][c:5]([C:6](=[O:7])[OH:8])[cH:10][cH:11]1. The reactants are ClC=1C2=CC=CC=C2N=C2C=C(C=CC12)OC (9-chloro-3-methoxyacridine), NC=1C=C(CCO)C=CC1 (3-aminophenethyl alcohol), CS(=O)(=O)O (methanesulfonic acid). Run in CO (methanol). Product: OCCC=1C=C(NC=2C3=CC=CC=C3N=C3C=C(C=CC23)OC)C=CC1 (9-[3'-(β-hydroxyethyl)anilino]-3-methoxyacridine). As a reaction SMILES: Cl[C:2]1[C:3]2[C:8]([N:9]=[C:10]3[C:15]=1[CH:14]=[CH:13][C:12]([O:16][CH3:17])=[CH:11]3)=[CH:7][CH:6]=[CH:5][CH:4]=2.[NH2:18][C:19]1[CH:20]=[C:21]([CH:25]=[CH:26][CH:27]=1)[CH2:22][CH2:23][OH:24].CS(O)(=O)=O>CO>[OH:24][CH2:23][CH2:22][C:21]1[CH:20]=[C:19]([CH:27]=[CH:26][CH:25]=1)[NH:18][C:2]1[C:3]2[C:8]([N:9]=[C:10]3[C:15]=1[CH:14]=[CH:13][C:12]([O:16][CH3:17])=[CH:11]3)=[CH:7][CH:6]=[CH:5][CH:4]=2. Reported procedure: A mixture of 9-chloro-3-methoxyacridine, (975 mg, 4 mmol), 3-aminophenethyl alcohol (549 mg, 4 ml) and methanesulfonic acid (0.32 ml, 5 mmol) in methanol (30 ml) is stirred under reflux for 2 hours. The mixture is concentrated in vacuo, and the residue is dissolved in methanol (10 ml). The solution is diluted with ether (150 ml). The precipitates are collected by filtration, washed with ether to give 9-[3'-(β-hydroxyethyl)anilino]-3-methoxyacridine, as the methanesulfonate (1.15 g, 65%), mp 186°... Starting materials: N1(CCCCC1)C1=NC(=NC=N1)NC=1C=C(C=CC1)CS(=O)(=O)N (3-[(4-(Piperidin-1-yl)-1,3,5-triazin-2-yl)amino]benzenemethane sulfonamide), ClC1=NC(=NC=N1)NC=1C=C(C=CC1)CS(=O)(=O)N (3-[(4-Chloro-1,3,5-triazin-2-yl)amino]benzenemethanesulfonamide), N1CCNCC1 (piperazine). Product: N1(CCNCC1)C1=NC(=NC=N1)NC=1C=C(C=CC1)CS(=O)(=O)N (3-[(4-(piperazin-1-yl)-1,3,5-triazin-2-yl)amino]benzenemethane sulfonamide). Reaction SMILES: [N:1]1([C:7]2[N:12]=[CH:11][N:10]=[C:9]([NH:13][C:14]3[CH:15]=[C:16]([CH2:20][S:21]([NH2:24])(=[O:23])=[O:22])[CH:17]=[CH:18][CH:19]=3)[N:8]=2)[CH2:6][CH2:5]C[CH2:3][CH2:2]1.ClC1N=CN=C(NC2C=C(CS(N)(=O)=O)C=CC=2)[N:27]=1.N1CCNCC1>>[N:1]1([C:7]2[N:12]=[CH:11][N:10]=[C:9]([NH:13][C:14]3[CH:15]=[C:16]([CH2:20][S:21]([NH2:24])(=[O:22])=[O:23])[CH:17]=[CH:18][CH:19]=3)[N:8]=2)[CH2:6][CH2:5][NH:27][CH2:3][CH2:2]1. Procedure: B11 was prepared following the procedure reported for B1 using A1 and piperazine. MS (ES) C14H19N7O2S requires: 349. found: 350 (M+H)+.